This data is from the Open Reaction Database (ORD), a public repository of structured organic reaction records. The task is: describe an organic reaction: reactants, conditions, products, and yield Reactants: ClC1=CC2=C(N(C(N2C2CCCCC2)=O)S(=O)(=O)C2=C(C=C(C=C2)N)OC)C=C1 (5-Chloro-1,3-dihydro-1-(2-methoxy-4-aminobenzenesulfonyl)-3-cyclohexyl-2H-benzimidazol-2-one), [OH-].[Na+] (NaOH), ClC(=O)OC1=CC=CC=C1 (phenyl chloroformate). Solvent: C1CCOC1 (THF), O (water). Run at time 5 hour. Yields the product ClC1=CC2=C(N(C(N2C2CCCCC2)=O)S(=O)(=O)C2=C(C=C(C=C2)NC(=O)OC2=CC=CC=C2)OC)C=C1 (5-Chloro-1,3-dihydro-1-[2-methoxy-4-phenoxycarbonylaminobenzenesulfonyl]-3-cyclohexyl-2H-benzimidazol-2-one). Reaction SMILES: [OH-].[Na+].[Cl:3][C:4]1[CH:31]=[CH:30][C:7]2[N:8]([S:18]([C:21]3[CH:26]=[CH:25][C:24]([NH2:27])=[CH:23][C:22]=3[O:28][CH3:29])(=[O:20])=[O:19])[C:9](=[O:17])[N:10]([CH:11]3[CH2:16][CH2:15][CH2:14][CH2:13][CH2:12]3)[C:6]=2[CH:5]=1.Cl[C:33]([O:35][C:36]1[CH:41]=[CH:40][CH:39]=[CH:38][CH:37]=1)=[O:34]>O.C1COCC1>[Cl:3][C:4]1[CH:31]=[CH:30][C:7]2[N:8]([S:18]([C:21]3[CH:26]=[CH:25][C:24]([NH:27][C:33]([O:35][C:36]4[CH:41]=[CH:40][CH:39]=[CH:38][CH:37]=4)=[O:34])=[CH:23][C:22]=3[O:28][CH3:29])(=[O:20])=[O:19])[C:9](=[O:17])[N:10]([CH:11]3[CH2:12][CH2:13][CH2:14][CH2:15][CH2:16]3)[C:6]=2[CH:5]=1 |f:0.1|. Procedure: 0.24 g of NaOH pellets in 2 ml of water was added at 5° C., with stirring, to a solution of 1.05 g of the compound obtained in Example 7 in 25 ml of THF. 1 ml of phenyl chloroformate was then added with continued stirring. The reaction mixture was then stirred for 5 hours, the temperature being allowed to rise to 20° C. The mixture was then concentrated under vacuum, the residue was taken up with water, extracted with ether and washed with water and the organic phase was dried over sodium sulfat... The reactants are solution, [Li]CCCC (n-BuLi), C(=O)=O (dry ice), BrC=1C=CC=C2C=C(NC12)C (7-bromo-2-methyl-indole), O (water). The solvent is CCCCCC (hexane), C1CCOC1 (THF). Conditions: temperature 2.5 celsius, time 30 minute. Yields the product CC=1NC2=C(C=CC=C2C1)C(=O)O (2-methyl-1H-indole-7-carboxylic acid). Yield: 31.0%. As a reaction SMILES: Br[C:2]1[CH:3]=[CH:4][CH:5]=[C:6]2[C:10]=1[NH:9][C:8]([CH3:11])=[CH:7]2.[Li]CCCC.[C:17](=[O:19])=[O:18].O>C1COCC1.CCCCCC>[CH3:11][C:8]1[NH:9][C:10]2[C:6]([CH:7]=1)=[CH:5][CH:4]=[CH:3][C:2]=2[C:17]([OH:19])=[O:18]. Procedure: 1000 mg of 7-bromo-2-methyl-indole (4.8 mmol) were dissolved in 15 ml THF and 8.9 ml of a 1.6 molar solution of n-BuLi in hexane were added at −78° C. The reaction mixture was then allowed to warm to 0-5° C. and was stirred at this temperature for 30 min. Then it was cooled again to −78° C., dry ice was added and the mixture was allowed to warm to rt. After 15 min at rt it was poured into water and extracted twice with ether. The aqueous phase was then acidified with 1 N HCl solution and extract... Reactants: O (Water), BrC1=CC=C(C=C1)C(N=C=O)Cl (1-bromo-4-(chloro(isocyanato)methyl)benzene), FC(C=1C=C(C=CC1)NC1=CC(CC1)=O)F (3-(3-(difluoromethyl)phenyl-amino)cyclopent-2-enone), FC(C=1C=C(C=CC1)NC1=CC(CC1)=O)F (3-(3-(difluoromethyl)phenyl-amino)cyclopent-2-enone). Solvent: ClCCl (dichloromethane), ClCCl (dichloromethane). Yields the product BrC1=CC=C(C=C1)C1C2=C(N(C(N1)=O)C1=CC(=CC=C1)C(F)F)CCC2=O (4-(4-Bromophenyl)-1-(3-(difluoromethyl)phenyl)-3,4,6,7-tetrahydro-1H-cyclopenta[d]-pyrimidine-2,5-dione). Reaction SMILES: [Br:1][C:2]1[CH:7]=[CH:6][C:5]([CH:8](Cl)[N:9]=[C:10]=[O:11])=[CH:4][CH:3]=1.[F:13][CH:14]([F:28])[C:15]1[CH:16]=[C:17]([NH:21][C:22]2[CH2:26][CH2:25][C:24](=[O:27])[CH:23]=2)[CH:18]=[CH:19][CH:20]=1.O>ClCCl>[Br:1][C:2]1[CH:7]=[CH:6][C:5]([CH:8]2[NH:9][C:10](=[O:11])[N:21]([C:17]3[CH:18]=[CH:19][CH:20]=[C:15]([CH:14]([F:13])[F:28])[CH:16]=3)[C:22]3[CH2:26][CH2:25][C:24](=[O:27])[C:23]2=3)=[CH:4][CH:3]=1. Procedure details: A solution of 1-bromo-4-(chloro(isocyanato)methyl)benzene (240 mg, 0.974 mmol) in dichloromethane (2 mL) is added dropwise to a solution of 3-(3-(difluoromethyl)phenyl-amino)cyclopent-2-enone (intermediate 5, 217 mg, 0.974 mmol) in dichloromethane (2 mL) and the reaction mixture is heated at reflux for 2 h. Water is added, and the phases are extracted twice with dichloromethane. The combined organic layers are concentrated and the residue is purified by flash chromatography on silica (gradient c... Yields the product NC=1C(=C(C=CC1)NC([C@@](C(F)(F)F)(C)O)=O)Cl ((R)-N-[3-Amino-2-chlorophenyl]-2-hydroxy-2-methyl-3,3,3-trifluoropropanamide). The solvent is CCOC(=O)C (EtOAc). The yield is 100.6%. The reactants are [N+](=O)([O-])C=1C(=C(C=CC1)NC([C@@](C(F)(F)F)(C)O)=O)Cl ((R)-N-[3-nitro-2-chlorophenyl]-2-hydroxy-2-methyl-3,3,3-trifluoropropanamide). The reagents and catalysts are [Pd] (palladium on carbon). Reaction SMILES: [N+:1]([C:4]1[C:5]([Cl:20])=[C:6]([NH:10][C:11](=[O:19])[C@:12]([OH:18])([CH3:17])[C:13]([F:16])([F:15])[F:14])[CH:7]=[CH:8][CH:9]=1)([O-])=O>CCOC(C)=O.[Pd]>[NH2:1][C:4]1[C:5]([Cl:20])=[C:6]([NH:10][C:11](=[O:19])[C@:12]([OH:18])([CH3:17])[C:13]([F:14])([F:15])[F:16])[CH:7]=[CH:8][CH:9]=1. Run at time 8 hour. Procedure details: To a stirred solution of (R)-N-[3-nitro-2-chlorophenyl]-2-hydroxy-2-methyl-3,3,3-trifluoropropanamide (Method 9) (14.3 g) in EtOAc (250 ml) under a hydrogen atmosphere was added 10% palladium on carbon (1.6 g). The reaction mixture was allowed to stir at room temperature overnight; the mixture was filtered through a pad of diatomaceous earth and volatile material was removed by evaporation to give the title compound (13 g) as a brown solid. NMR (CDCl3) 1.75 (s, 3H), 4.00 (s, 1H), 4.10 (brs, 2H),...